This data is from the Open Reaction Database (ORD), a public repository of structured organic reaction records. The task is: describe an organic reaction: reactants, conditions, products, and yield Starting materials: NC1=CC(NC(N1CC1OCCC1)=S)=O (6-Amino-1-(2-tetrahydrofuryl-methyl)-2-thioxo-2,3-dihydro-1H-pyrimidin-4-one), N(=O)[O-].[Na+] (Sodium nitrite). Solvent: C(C)(=O)O (acetic acid). Conditions: temperature 75 celsius. The product is NC1=C(C(NC(N1CC1OCCC1)=S)=O)N=O (6-Amino-1-(2-tetrahydrofuryl-methyl)-5-nitroso-2-thioxo-2,3-dihydro-1H-pyrimidin-4-one). Yield: 90.6%. Reaction SMILES: [NH2:1][C:2]1[N:7]([CH2:8][CH:9]2[CH2:13][CH2:12][CH2:11][O:10]2)[C:6](=[S:14])[NH:5][C:4](=[O:15])[CH:3]=1.[N:16]([O-])=[O:17].[Na+]>C(O)(=O)C>[NH2:1][C:2]1[N:7]([CH2:8][CH:9]2[CH2:13][CH2:12][CH2:11][O:10]2)[C:6](=[S:14])[NH:5][C:4](=[O:15])[C:3]=1[N:16]=[O:17] |f:1.2|. Reported procedure: 6-Amino-1-(2-tetrahydrofuryl-methyl)-2-thioxo-2,3-dihydro-1H-pyrimidin-4-one (1.3 g, 5.6 mmol) was suspended in 10% aqueous acetic acid (25 mL). Sodium nitrite (0.43 g, 6.2 mmol) was added and this mixture was heated at 75° C. for 1 h. The purple solid was collected by filtration, washed and dried, giving the title product (1.3 g, 90%).